From a dataset of the Open Reaction Database (ORD), a public repository of structured organic reaction records. describe an organic reaction: reactants, conditions, products, and yield Starting materials: C(=O)(OC(C)(C)C)N([C@@H]1[C@H]([C@H]([C@@H](C1)N1C2=NC(=NC(=C2N=C1)Cl)Cl)O)O)C(=O)OC(C)(C)C ((1S,2R,3S,5R)-3-(di-Boc-amino)-5-(2,6-dichloro-purin-9-yl)-cyclopentane-1,2-diol), FC(C(=O)O)(F)F.N[C@@H]1[C@H]([C@H]([C@@H](C1)N1C2=NC(=NC(=C2N=C1)N)Cl)O)O ((1S,2R,3S,5R)-3-amino-5-(6-amino-2-chloro-purin-9-yl)-cyclopentane-1,2-diol trifluoroacetate). Product: FC(C(=O)O)(F)F.N[C@@H]1[C@H]([C@H]([C@@H](C1)N1C2=NC(=NC(=C2N=C1)Cl)Cl)O)O ((1S,2R,3S,5R)-3-Amino-5-(2,6-dichloro-purin-9-yl)-cyclopentane-1,2-diol trifluoroacetate). As a reaction SMILES: C([N:8](C(OC(C)(C)C)=O)[C@H:9]1[CH2:13][C@@H:12]([N:14]2[CH:22]=[N:21][C:20]3[C:15]2=[N:16][C:17]([Cl:24])=[N:18][C:19]=3[Cl:23])[C@H:11]([OH:25])[C@@H:10]1[OH:26])(OC(C)(C)C)=O.[F:34][C:35]([F:40])([F:39])[C:36]([OH:38])=[O:37].N[C@H]1C[C@@H](N2C=NC3C2=NC(Cl)=NC=3N)[C@H](O)[C@@H]1O>>[F:34][C:35]([F:40])([F:39])[C:36]([OH:38])=[O:37].[NH2:8][C@H:9]1[CH2:13][C@@H:12]([N:14]2[CH:22]=[N:21][C:20]3[C:15]2=[N:16][C:17]([Cl:24])=[N:18][C:19]=3[Cl:23])[C@H:11]([OH:25])[C@@H:10]1[OH:26] |f:1.2,3.4|. Procedure: The title compound is prepared from (1S,2R,3S,5R)-3-(di-Boc-amino)-5-(2,6-dichloro-purin-9-yl)-cyclopentane-1,2-diol using a procedure analogous to that used to prepare (1S,2R,3S,5R)-3-amino-5-(6-amino-2-chloro-purin-9-yl)-cyclopentane-1,2-diol trifluoroacetate in Example 1. MS (ES+) m/e 304 (MH+). The reactants are C12C(CCCC1)O2 (cyclohexene oxide), C(CC=C)O (3-buten-1-ol), FeCl3. Conditions: temperature 0 celsius, time 1 hour. Product: C(CC=C)OC1C(CCCC1)O (2-(but-3-en-1-yloxy)cyclohexanol). RXN SMILES: [CH:1]12[O:7][CH:2]1[CH2:3][CH2:4][CH2:5][CH2:6]2.[CH2:8]([OH:12])[CH2:9][CH:10]=[CH2:11]>>[CH2:8]([O:12][CH:2]1[CH2:3][CH2:4][CH2:5][CH2:6][CH:1]1[OH:7])[CH2:9][CH:10]=[CH2:11]. Reported procedure: To a mixture of cyclohexene oxide (3-1) (10.0 g, 102 mmol) in 3-buten-1-ol (17.4 mL, 204 mmol) cooled to 0° C. was added FeCl3 (1.65 g, 10.2 mol) The mixture was removed from the ice bath and stirred at rt for 1 hr. The reaction was quenched with water and extracted ether. The combined organics were washed with brine, dried, filtered, and concentrated. The residue was purified by column chromatography to give the title compound. 1H NMR (400 MHz, CDCl3) δ 5.77-5.88 (m, 1H), 5.00-5.15 (m, 2H), 3.6... Reactants: C(C)(C)(C)NC(=O)C1=CC=C(C=C1)C(CCC=1N=CNC1)(O)C1=CC=C(C=C1)C(F)(F)F (4-[3-(4-tert-butylaminocarbonylphenyl)-3-(4-trifluoromethylphenyl)-3-hydroxypropyl]-1H-imidazole), P(Cl)(Cl)(Cl)(Cl)Cl (PCl5). The solvent is C(C)#N (acetonitrile). The product is C(#N)C1=CC=C(C=C1)C(=CCC=1N=CNC1)C1=CC=C(C=C1)C(F)(F)F (4-[3-(4-cyanophenyl)-3-(4-trifiuoromethylphenyl)-2-propenyl]-1H-imidazole). Yield: 97.0%. RXN SMILES: C([NH:5][C:6]([C:8]1[CH:13]=[CH:12][C:11]([C:14]([C:23]2[CH:28]=[CH:27][C:26]([C:29]([F:32])([F:31])[F:30])=[CH:25][CH:24]=2)(O)[CH2:15][CH2:16][C:17]2[N:18]=[CH:19][NH:20][CH:21]=2)=[CH:10][CH:9]=1)=O)(C)(C)C.P(Cl)(Cl)(Cl)(Cl)Cl>C(#N)C>[C:6]([C:8]1[CH:13]=[CH:12][C:11]([C:14]([C:23]2[CH:24]=[CH:25][C:26]([C:29]([F:31])([F:30])[F:32])=[CH:27][CH:28]=2)=[CH:15][CH2:16][C:17]2[N:18]=[CH:19][NH:20][CH:21]=2)=[CH:10][CH:9]=1)#[N:5]. Procedure: 4-[3-(4-tert-butylaminocarbonylphenyl)-3-(4-trifluoromethylphenyl)-3-hydroxypropyl]-1H-imidazole is refluxed with PCl5 (1,2 eqv) in dry acetonitrile to give the product. Yield 97%. Reactants: C1(CC1)(C(=O)OCC)C(=O)OCC (Diethyl 1,1-cyclopropanedicarboxylate), C(CCC)[Li] (n-Butyllithium), C(C)(C)(C)[Si](OC1=CC=C(C=C1)C(CC1=CC=CC=C1)=NO)(C)C (1-[4-(tert-butyl-dimethyl-silanyloxy)-phenyl]-2-phenyl-ethanone oxime), Example 136. Run in C1CCOC1 (THF). Reaction conditions: time 1 hour. Product: C(C)OC(=O)C1(CC1)C1(C(C(=NO1)C1=CC=C(C=C1)O[Si](C)(C)C(C)(C)C)C1=CC=CC=C1)O (1-{3-[4-(tert-butyl-dimethyl-silanyloxy)-phenyl]-5-hydroxy-4-phenyl-4,5-dihydro-isoxazol-5-yl}-cyclopropanecarboxylic acid ethyl ester). Reaction SMILES: C([Li])CCC.[C:6]([Si:10]([CH3:29])([CH3:28])[O:11][C:12]1[CH:17]=[CH:16][C:15]([C:18](=[N:26][OH:27])[CH2:19][C:20]2[CH:25]=[CH:24][CH:23]=[CH:22][CH:21]=2)=[CH:14][CH:13]=1)([CH3:9])([CH3:8])[CH3:7].[C:30]1([C:38](OCC)=[O:39])([C:33]([O:35][CH2:36][CH3:37])=[O:34])[CH2:32][CH2:31]1>C1COCC1>[CH2:36]([O:35][C:33]([C:30]1([C:38]2([OH:39])[O:27][N:26]=[C:18]([C:15]3[CH:16]=[CH:17][C:12]([O:11][Si:10]([C:6]([CH3:7])([CH3:9])[CH3:8])([CH3:29])[CH3:28])=[CH:13][CH:14]=3)[CH:19]2[C:20]2[CH:21]=[CH:22][CH:23]=[CH:24][CH:25]=2)[CH2:32][CH2:31]1)=[O:34])[CH3:37]. Reported procedure: n-Butyllithium (2.5 M in hexane, 983.8 mL) is added to a solution of 1-[4-(tert-butyl-dimethyl-silanyloxy)-phenyl]-2-phenyl-ethanone oxime, which may be produced as in Example 136 (400 g) in THF (4 L) at 0° C. and the reaction solution is stirred for one hour at this temperature. Diethyl 1,1-cyclopropanedicarboxylate (227 mL) is added to the reaction solution, stirred for one hour at 0° C. and then the reaction is quenched with saturated ammonium chloride, diluted with ethyl acetate, washed with... The reactants are C(C)(C)(C)OC(=O)N1C2C(/C(/C1=O)=C/N(C)C)CC1=CC=CC=C12 (3-[1-dimethylamino-meth-(Z)-ylidene]-2-oxo-3,3a,4,8b-tetrahydro-2H-indeno[1,2-b]pyrrole-1-carboxylic acid tert-butyl ester), Cl (HCl), O1CCOCC1 (dioxane). Run in O (water). Conditions: time 8 hour. Yields the product O\C=C/1\C2C(NC1=O)C1=CC=CC=C1C2 (3-[1-Hydroxy-meth-(Z)-ylidene]-3,3a,4,8b-tetrahydro-1H-indeno[1,2-b]pyrrol-2-one). Reaction SMILES: C(OC([N:8]1[C:12](=[O:13])/[C:11](=[CH:14]\N(C)C)/[CH:10]2[CH2:18][C:19]3[C:24]([CH:9]12)=[CH:23][CH:22]=[CH:21][CH:20]=3)=O)(C)(C)C.Cl.[O:26]1CCOCC1>O>[OH:26]/[CH:14]=[C:11]1/[CH:10]2[CH2:18][C:19]3[C:24](=[CH:23][CH:22]=[CH:21][CH:20]=3)[CH:9]2[NH:8][C:12]/1=[O:13]. Procedure: To a solution of 3-[1-dimethylamino-meth-(Z)-ylidene]-2-oxo-3,3a,4,8b-tetrahydro-2H-indeno[1,2-b]pyrrole-1-carboxylic acid tert-butyl ester D1 (1.68 g, 4.63 mmol) in dioxane (50 mL) was added HCl (37%, 8.37 mL). The solution was stirred overnight at room temperature and was then diluted with water, extracted with ethyl acetate, washed with brine, dried and concentrated to give 3-[1-Hydroxy-meth-(Z)-ylidene]-3,3a,4,8b-tetrahydro-1H-indeno[1,2-b]pyrrol-2-one C1 identical to method A (0.85 g, 78%). The reactants are C=1C=CC(=CC1)P(C=2C=CC=CC2)C3=CC=C4C=CC=CC4=C3C5=C6C=CC=CC6=CC=C5P(C=7C=CC=CC7)C=8C=CC=CC8 (BINAP), C1N(CCC12CCNCC2)C(=O)OC(C)(C)C (tert-butyl 2,8-diazaspiro[4.5]decane-2-carboxylate), BrC1=NC=C(C=C1)C(F)(F)F (2-bromo-5-(trifluoromethyl)pyridine), CC(C)(C)[O-].[Na+] (tBuONa). The reagents and catalysts are CC(=O)[O-].CC(=O)[O-].[Pd+2] (Pd(OAc)2). The solvent is C1(=CC=CC=C1)C (toluene). Product: FC(C=1C=CC(=NC1)N1CCC2(CCN(C2)C(=O)OC(C)(C)C)CC1)(F)F (tert-Butyl 8-(5-(trifluoromethyl)pyridin-2-yl)-2,8-diazaspiro[4.5]decane-2-carboxylate). Isolated yield 40.0%. RXN SMILES: [CH2:1]1[C:5]2([CH2:10][CH2:9][NH:8][CH2:7][CH2:6]2)[CH2:4][CH2:3][N:2]1[C:11]([O:13][C:14]([CH3:17])([CH3:16])[CH3:15])=[O:12].Br[C:19]1[CH:24]=[CH:23][C:22]([C:25]([F:28])([F:27])[F:26])=[CH:21][N:20]=1.CC([O-])(C)C.[Na+].C1C=CC(P(C2C(C3C(P(C4C=CC=CC=4)C4C=CC=CC=4)=CC=C4C=3C=CC=C4)=C3C(C=CC=C3)=CC=2)C2C=CC=CC=2)=CC=1>C1(C)C=CC=CC=1.CC([O-])=O.CC([O-])=O.[Pd+2]>[F:26][C:25]([F:28])([F:27])[C:22]1[CH:23]=[CH:24][C:19]([N:8]2[CH2:7][CH2:6][C:5]3([CH2:1][N:2]([C:11]([O:13][C:14]([CH3:17])([CH3:16])[CH3:15])=[O:12])[CH2:3][CH2:4]3)[CH2:10][CH2:9]2)=[N:20][CH:21]=1 |f:2.3,6.7.8|. Reported procedure: A mixture of tert-butyl 2,8-diazaspiro[4.5]decane-2-carboxylate (2.5 mmol, 1.0 eq.) and 2-bromo-5-(trifluoromethyl)pyridine (2.5 mmol, 1.0 eq.) and tBuONa (7.5 mmol, 3.0 eq.) in toluene (12 ml) was degassed with argon for 10 min. BINAP (0.15 mmol, 0.06 eq.) and Pd(OAc)2 (0.05 mmol, 0.02 eq.) were added and the reaction mixture obtained was heated under reflux for 14 h. The reaction mixture was filtered over Celite and the filtrate was concentrated in vacuo in order to obtain the crude product, w... Reactants: COC=1C=C2CCC(CC2=CC1)=O (6-methoxy-2-tetralone), C1(=C(C=CC=C1)N1CCNCC1)C (N-(o-tolyl)-piperazine). Reagents/catalysts: [Pd] (palladium on charcoal). The solvent is C(C)(=O)O (acetic acid). Yields the product COC=1C=C2CCC(CC2=CC1)N1CCN(CC1)C1=C(C=CC=C1)C (1,2,3,4-Tetrahydro-6-methoxy-2-[4-(2-methylphenyl)-1-piperazinyl]-naphthalene). Reaction SMILES: [CH3:1][O:2][C:3]1[CH:4]=[C:5]2[C:10](=[CH:11][CH:12]=1)[CH2:9][C:8](=O)[CH2:7][CH2:6]2.[C:14]1([CH3:26])[CH:19]=[CH:18][CH:17]=[CH:16][C:15]=1[N:20]1[CH2:25][CH2:24][NH:23][CH2:22][CH2:21]1>C(O)(=O)C.[Pd]>[CH3:1][O:2][C:3]1[CH:4]=[C:5]2[C:10](=[CH:11][CH:12]=1)[CH2:9][CH:8]([N:23]1[CH2:24][CH2:25][N:20]([C:15]3[CH:16]=[CH:17][CH:18]=[CH:19][C:14]=3[CH3:26])[CH2:21][CH2:22]1)[CH2:7][CH2:6]2. Procedure: 3.6 g of 6-methoxy-2-tetralone are dissolved together with 3.9 g of N-(o-tolyl)-piperazine in 50 ml of acetic acid, 1 g of a 10% palladium on charcoal catalyst is added and hydrogenation effected. When the take-up of hydrogen ceases, the catalyst is filtered off, the solvent evaporated and the residue chromatographed on Kieselgel in manner analogous to that described in Example 1. The title compound is obtained as a compact residue. M.P. 286°-288° [Hydrochloride salt form]. The reactants are ClC1=C(C(=O)O)C=CC=N1 (2-chloronicotinic acid), [O-]C1=CC=CC=C1.[Na+] (sodium phenoxide). Solvent: O (water). The product is O(C1=CC=CC=C1)C1=C(C(=O)O)C=CC=N1 (2-phenoxynicotinic acid). Reaction SMILES: Cl[C:2]1[N:10]=[CH:9][CH:8]=[CH:7][C:3]=1[C:4]([OH:6])=[O:5].[O-:11][C:12]1[CH:17]=[CH:16][CH:15]=[CH:14][CH:13]=1.[Na+]>O>[O:11]([C:2]1[N:10]=[CH:9][CH:8]=[CH:7][C:3]=1[C:4]([OH:6])=[O:5])[C:12]1[CH:17]=[CH:16][CH:15]=[CH:14][CH:13]=1 |f:1.2|. Reported procedure: The two-step process for producing pure 1-azaxanthone starts from 2-chloronicotinic acid which is reacted with sodium phenoxide at 160°-200° C., the mixture is dissolved in water and acidified, the 2-phenoxynicotinic acid obtained is cyclized with a dehydrating agent, usually polyphosphoric acid, at 120°-200° C. The cooled mixture is dissolved in water and neutralized with an alkaline hydroxide, and the precipitated 1-azaxanthone is washed and recrystallized.